From a dataset of the Open Reaction Database (ORD), a public repository of structured organic reaction records. describe an organic reaction: reactants, conditions, products, and yield The reactants are CCN(C(C)C)C(C)C (Hunig's base), C(#N)C1=CC(=C(C=C1)C(C(=O)OCC)=CN(C)C)OC (ethyl 2-(4-cyano-2-methoxyphenyl)-3-(dimethylamino)acrylate), N(N)C1=NC=C(C(=O)O)C=C1 (6-hydrazinylnicotinic acid), Cl (HCl), Cl (HCl). The solvent is O (water), CC(C)O (2-propanol), CC(C)O (2-propanol). Conditions: temperature 50 celsius, time 32 hour. Product: C(#N)C1=CC(=C(C=C1)C=1C=NN(C1O)C1=NC=C(C(=O)O)C=C1)OC (6-(4-(4-cyano-2-methoxyphenyl)-5-hydroxy-1H-pyrazol-1-yl)nicotinic acid). The yield is 48.5%. As a reaction SMILES: [C:1]([C:3]1[CH:8]=[CH:7][C:6]([C:9](=[CH:15]N(C)C)[C:10](OCC)=[O:11])=[C:5]([O:19][CH3:20])[CH:4]=1)#[N:2].[NH:21]([C:23]1[CH:31]=[CH:30][C:26]([C:27]([OH:29])=[O:28])=[CH:25][N:24]=1)[NH2:22].Cl.CCN(C(C)C)C(C)C>CC(O)C.O>[C:1]([C:3]1[CH:8]=[CH:7][C:6]([C:9]2[CH:15]=[N:22][N:21]([C:23]3[CH:31]=[CH:30][C:26]([C:27]([OH:29])=[O:28])=[CH:25][N:24]=3)[C:10]=2[OH:11])=[C:5]([O:19][CH3:20])[CH:4]=1)#[N:2]. Reported procedure: Combined ethyl 2-(4-cyano-2-methoxyphenyl)-3-(dimethylamino)acrylate (1.427 g, 5.20 mmol), 6-hydrazinylnicotinic acid (0.664 g, 4.34 mmol), and HCl (4.34 mL, 4.34 mmol) in 2-propanol (21.7 mL) and stirred at room temperature for 8 hours to give a solid. The solid was collected by filtration and combined with Hunig's base (1.50 mL, 8.61 mmol) in 2-propanol (10 mL) and water (1 mL) and stirred for 32 hours at 50° C., then 10 mL of 1 N HCl was added and the reaction was filtered to give a solid. Th... Reactants: CCOCC, O=C(CCl)N1CCC(Oc2ccc(Cl)cc2)CC1, Nc1ccc2[nH]c(=O)oc2c1. The product is O=C(CNc1ccc2[nH]c(=O)oc2c1)N1CCC(Oc2ccc(Cl)cc2)CC1. Reaction SMILES: [CH2:30]([O:31][CH2:32][CH3:33])[CH3:34].[Cl:12][CH2:13][C:14](=[O:15])[N:16]1[CH2:17][CH2:18][CH:19]([O:22][c:23]2[cH:24][cH:25][c:26]([Cl:29])[cH:27][cH:28]2)[CH2:20][CH2:21]1.[NH2:1][c:2]1[cH:3][c:4]2[c:5]([nH:6][c:7](=[O:9])[o:8]2)[cH:10][cH:11]1>>[NH:1]([c:2]1[cH:3][c:4]2[c:5]([nH:6][c:7](=[O:9])[o:8]2)[cH:10][cH:11]1)[CH2:13][C:14](=[O:15])[N:16]1[CH2:17][CH2:18][CH:19]([O:22][c:23]2[cH:24][cH:25][c:26]([Cl:29])[cH:27][cH:28]2)[CH2:20][CH2:21]1. Reactants: c1(ccccc1)CN, C1([C@H]2N(B(O1)C)CCC2)(c1ccccc1)c1ccccc1, C1CN(C[C@@H](C1=O)O)S(=O)(=O)C. Reagents/catalysts: c1ccc(cc1)-c2c3ccccc3cc4ccccc24 (9-Phenylanthracene), CC(C)[O-].CC(C)[O-].CC(C)[O-].CC(C)[O-].[Ti+4] (Ti(OiPr)4). Conditions: temperature 25 celsius, time 18 hour. The product is CS(=O)(=O)N1CC[C@@H](N)[C@@H](O)C1. Reaction SMILES: [CH3:1][S:2]([N:5]1[CH2:11][C@H:9]([OH:10])[C:8](=O)[CH2:7][CH2:6]1)(=[O:4])=[O:3].[NH2:12]Cc1ccccc1.CB1N([C@@H]2C(c3ccccc3)(c4ccccc4)O1)CCC2>>[CH3:1][S:2]([N:5]1[CH2:11][C@H:9]([OH:10])[C@H:8]([NH2:12])[CH2:7][CH2:6]1)(=[O:4])=[O:3]. The reactants are CCO, ClCCN1CCCCC1, Cl, Cl, c1ccc(C(c2ccccc2)C2CCN(CCN3CCCCC3)CC2)cc1, [Na+], [Na+], O=C([O-])[O-], c1ccc(C(c2ccccc2)C2CCNCC2)cc1. The product is Cl, Cl, c1ccc(C(c2ccccc2)C2CCN(CCN3CCCCC3)CC2)cc1. Reaction SMILES: [CH3:64][CH2:65][OH:66].[Cl:21][CH2:22][CH2:23][N:24]1[CH2:25][CH2:26][CH2:27][CH2:28][CH2:29]1.[ClH:20].[ClH:63].[N:36]1([CH2:42][CH2:43][N:44]2[CH2:45][CH2:46][CH:47]([CH:50]([c:51]3[cH:52][cH:53][cH:54][cH:55][cH:56]3)[c:57]3[cH:58][cH:59][cH:60][cH:61][cH:62]3)[CH2:48][CH2:49]2)[CH2:37][CH2:38][CH2:39][CH2:40][CH2:41]1.[Na+:30].[Na+:31].[O-:32][C:33](=[O:34])[O-:35].[c:1]1([CH:2]([c:3]2[cH:4][cH:5][cH:6][cH:7][cH:8]2)[CH:9]2[CH2:10][CH2:11][NH:12][CH2:13][CH2:14]2)[cH:15][cH:16][cH:17][cH:18][cH:19]1>>[ClH:20].[ClH:21].[N:36]1([CH2:42][CH2:43][N:44]2[CH2:45][CH2:46][CH:47]([CH:50]([c:51]3[cH:52][cH:53][cH:54][cH:55][cH:56]3)[c:57]3[cH:58][cH:59][cH:60][cH:61][cH:62]3)[CH2:48][CH2:49]2)[CH2:37][CH2:38][CH2:39][CH2:40][CH2:41]1. The reactants are tetrakistriphenylphosphine palladium, B(OC=1SC(=CC1)C)([O-])[O-] (5-methyl-2-thienyl borate), C([O-])([O-])=O.[K+].[K+] (potassium carbonate), BrC=1C=CC2=C(C=C(CCO2)C(=O)OC)C1 (methyl 7-bromo-2,3-dihydro-1-benzoxepine-4-carboxylate). Solvent: C1(=CC=CC=C1)C.C(C)O.O (toluene ethanol water). Run at time 30 minute. Product: CC1=CC=C(S1)C=1C=CC2=C(C=C(CCO2)C(=O)OC)C1 (methyl 7-(5-methyl-2-thienyl)-2,3-dihydro-1-benzoxepine-4-carboxylate). The yield is 58.1%. Reaction SMILES: Br[C:2]1[CH:3]=[CH:4][C:5]2[O:11][CH2:10][CH2:9][C:8]([C:12]([O:14][CH3:15])=[O:13])=[CH:7][C:6]=2[CH:16]=1.B([O-])([O-])O[C:19]1[S:20][C:21]([CH3:24])=[CH:22][CH:23]=1.C(=O)([O-])[O-].[K+].[K+]>C1(C)C=CC=CC=1.C(O)C.O>[CH3:24][C:21]1[S:20][C:19]([C:2]2[CH:3]=[CH:4][C:5]3[O:11][CH2:10][CH2:9][C:8]([C:12]([O:14][CH3:15])=[O:13])=[CH:7][C:6]=3[CH:16]=2)=[CH:23][CH:22]=1 |f:2.3.4,5.6.7|. Procedure details: In toluene/ethanol/water (10/1/1) (24 ml) was dissolved methyl 7-bromo-2,3-dihydro-1-benzoxepine-4-carboxylate (560 mg), and to the mixture were added 5-methyl-2-thienyl borate (875 mg) and potassium carbonate (1.56 g). The mixture was stirred at room temperature for 30 minutes. To the mixture was added tetrakistriphenylphosphine palladium (260 mg), and the mixture was stirred at 100° C. for 24 hours and cooled to room temperature. The mixture was extracted with ethyl acetate, washed with satura... Starting materials: C1(=CC=CC=C1)C=1N=C(OC1C1=CC=CC=C1)C=1[C@@H](CCCC1)CC=1C=C(OCC(=O)OCC)C=CC1 (ethyl (S)-{3-{[2-(4,5-diphenyloxazol-2-yl)-2-cyclohexen-1-yl]methyl}phenoxy}acetate), [Se](=O)=O (selenium dioxide). The solvent is ClCCl (dichloromethane). The product is C1(=CC=CC=C1)C=1N=C(OC1C1=CC=CC=C1)C=1C(CCCC1)(O)CC=1C=C(OCC(=O)OCC)C=CC1 (ethyl {3-{[2-(4,5-diphenyloxazole-2-yl)-1-hydroxy-2-cyclohexen-1-yl]-methyl}phenoxy}acetate), C1(=CC=CC=C1)C=1N=C(OC1C1=CC=CC=C1)C=1[C@@H](CCC(C1)O)CC=1C=C(OCC(=O)OCC)C=CC1 (ethyl {3-{[(1S)-2-(4,5-diphenyloxazol-2-yl)-4-hydroxy-2-cyclohexen-1-yl]methyl}phenoxy}acetate). As a reaction SMILES: [C:1]1([C:7]2[N:8]=[C:9]([C:18]3[C@H:19]([CH2:24][C:25]4[CH:26]=[C:27]([CH:35]=[CH:36][CH:37]=4)[O:28][CH2:29][C:30]([O:32][CH2:33][CH3:34])=[O:31])[CH2:20][CH2:21][CH2:22][CH:23]=3)[O:10][C:11]=2[C:12]2[CH:17]=[CH:16][CH:15]=[CH:14][CH:13]=2)[CH:6]=[CH:5][CH:4]=[CH:3][CH:2]=1.[Se](=O)=[O:39]>ClCCl>[C:1]1([C:7]2[N:8]=[C:9]([C:18]3[C:19]([CH2:24][C:25]4[CH:26]=[C:27]([CH:35]=[CH:36][CH:37]=4)[O:28][CH2:29][C:30]([O:32][CH2:33][CH3:34])=[O:31])([OH:39])[CH2:20][CH2:21][CH2:22][CH:23]=3)[O:10][C:11]=2[C:12]2[CH:13]=[CH:14][CH:15]=[CH:16][CH:17]=2)[CH:2]=[CH:3][CH:4]=[CH:5][CH:6]=1.[C:1]1([C:7]2[N:8]=[C:9]([C:18]3[C@H:19]([CH2:24][C:25]4[CH:26]=[C:27]([CH:35]=[CH:36][CH:37]=4)[O:28][CH2:29][C:30]([O:32][CH2:33][CH3:34])=[O:31])[CH2:20][CH2:21][CH:22]([OH:39])[CH:23]=3)[O:10][C:11]=2[C:12]2[CH:13]=[CH:14][CH:15]=[CH:16][CH:17]=2)[CH:2]=[CH:3][CH:4]=[CH:5][CH:6]=1. Reported procedure: A solution of ethyl (S)-{3-{[2-(4,5-diphenyloxazol-2-yl)-2-cyclohexen-1-yl]methyl}phenoxy}acetate (380 mg) (prepared by a method described in WO 95/17393) and selenium dioxide (SeO2) (170 mg) in dichloromethane (230 ml) was refluxed for 2 hours under stirring. The mixture was filtered and the filtrate was evaporated. The residue was purified by chromatography on silica gel to give ethyl {3-{[2-(4,5-diphenyloxazole-2-yl)-1-hydroxy-2-cyclohexen-1-yl]-methyl}phenoxy}acetate (60 mg) as a first fract...